Dataset: the Open Reaction Database (ORD), a public repository of structured organic reaction records. Task: describe an organic reaction: reactants, conditions, products, and yield Reactants: C(C(C)C)C1=C(C=C(C=C1)C=1C(=CC=CC1)S(=O)(=O)Cl)[N+](=O)[O-] (4'-Isobutyl-3'-nitro-2-biphenylsulphonyl chloride), NC1=NC=C(N=C1OC)C (2-amino-3-methoxy-5-methylpyrazine). Procedure details: 4'-Isobutyl-3'-nitro-2-biphenylsulphonyl chloride (0.353 g) was added to a solution of 2-amino-3-methoxy-5-methylpyrazine (0.139 g) in pyridine (10 ml) at 0° C. The solution was heated at 75° C. for 18 hours and then volatile material was removed by evaporation. The residue was purified by elution with dichloromethane through a silica gel Mega Bond Elut column and the resulting foam was triturated with ether/hexane (1:1 v/v) to give 4'-isobutyl-N-(3-methoxy-5-methyl-2-pyrazinyl)-3'-nitro-2-biphe... Yield: 39.5%. Product: C(C(C)C)C1=C(C=C(C=C1)C=1C(=CC=CC1)S(=O)(=O)NC1=NC=C(N=C1OC)C)[N+](=O)[O-] (4'-isobutyl-N-(3-methoxy-5-methyl-2-pyrazinyl)-3'-nitro-2-biphenylsulphonamide). The solvent is N1=CC=CC=C1 (pyridine). Conditions: temperature 75 celsius. As a reaction SMILES: [CH2:1]([C:5]1[CH:10]=[CH:9][C:8]([C:11]2[C:12]([S:17](Cl)(=[O:19])=[O:18])=[CH:13][CH:14]=[CH:15][CH:16]=2)=[CH:7][C:6]=1[N+:21]([O-:23])=[O:22])[CH:2]([CH3:4])[CH3:3].[NH2:24][C:25]1[C:30]([O:31][CH3:32])=[N:29][C:28]([CH3:33])=[CH:27][N:26]=1>N1C=CC=CC=1>[CH2:1]([C:5]1[CH:10]=[CH:9][C:8]([C:11]2[C:12]([S:17]([NH:24][C:25]3[C:30]([O:31][CH3:32])=[N:29][C:28]([CH3:33])=[CH:27][N:26]=3)(=[O:19])=[O:18])=[CH:13][CH:14]=[CH:15][CH:16]=2)=[CH:7][C:6]=1[N+:21]([O-:23])=[O:22])[CH:2]([CH3:4])[CH3:3].